Task: describe an organic reaction: reactants, conditions, products, and yield. Dataset: the Open Reaction Database (ORD), a public repository of structured organic reaction records Yield: 2.8%. Procedure details: Compound 211 (50 mg, 0.17 mmol), 5-chloro-benzo[1,3]dioxol-4-ylamine (38 mg, 0.22 mmol), Pd(OAc)2 (2 mg, 0.01 mmol), X-Phos (8 mg, 0.02 mmol), and NaOtBu (50 mg, 0.52 mmol) were suspended in dioxane (2 mL), and stirred overnight at 100° C. The reaction mixture was diluted with EtOAc/H2O, and filtered. The resulting precipitate was washed with EtOAc/H2O, and then suspended in methanolic HCl. The crude product was purified via prep-LC-MS to provide 212 (2 mg, 3% yield) as a white solid. LC-MS (M+H... RXN SMILES: Cl[C:2]1[CH:11]=[CH:10][N:9]=[C:8]2[C:3]=1[C:4]1[CH:16]=[C:15]([O:17][CH3:18])[C:14]([O:19][CH3:20])=[CH:13][C:5]=1[C:6](=[O:12])[NH:7]2.[Cl:21][C:22]1[CH:30]=[CH:29][C:25]2[O:26][CH2:27][O:28][C:24]=2[C:23]=1[NH2:31].CC(C1C=C(C(C)C)C(C2C=CC=CC=2P(C2CCCCC2)C2CCCCC2)=C(C(C)C)C=1)C.CC([O-])(C)C.[Na+]>O1CCOCC1.CCOC(C)=O.O.CC([O-])=O.CC([O-])=O.[Pd+2]>[Cl:21][C:22]1[CH:30]=[CH:29][C:25]2[O:26][CH2:27][O:28][C:24]=2[C:23]=1[NH:31][C:2]1[CH:11]=[CH:10][N:9]=[C:8]2[C:3]=1[C:4]1[CH:16]=[C:15]([O:17][CH3:18])[C:14]([O:19][CH3:20])=[CH:13][C:5]=1[C:6](=[O:12])[NH:7]2 |f:3.4,6.7,8.9.10|. Yields the product ClC1=C(C2=C(OCO2)C=C1)NC1=C2C3=C(C(NC2=NC=C1)=O)C=C(C(=C3)OC)OC (1-(5-Chloro-benzo[1,3]dioxol-4-ylamino)-8,9-dimethoxy-5H-benzo[c][1,8]naphthyridin-6-one). Reagents/catalysts: CC(=O)[O-].CC(=O)[O-].[Pd+2] (Pd(OAc)2). Starting materials: ClC1=C2C3=C(C(NC2=NC=C1)=O)C=C(C(=C3)OC)OC (1-Chloro-8,9-dimethoxy-5H-benzo[c][1,8]naphthyridin-6-one), CC(C)(C)[O-].[Na+] (NaOtBu), ClC1=C(C2=C(OCO2)C=C1)N (5-chloro-benzo[1,3]dioxol-4-ylamine), CC(C)C1=CC(=C(C(=C1)C(C)C)C2=C(C=CC=C2)P(C3CCCCC3)C4CCCCC4)C(C)C (X-Phos). Run at temperature 100 celsius, time 8 hour. Solvent: O1CCOCC1 (dioxane), CCOC(=O)C.O (EtOAc H2O). The reactants are CC12CCC=CC2CC1=NO (6-methylbicyclo[4.2.0]oct-2-en-7-one oxime), O (water). The solvent is C(CCC(=O)C)(=O)O (levulinic acid). Run at time 48 hour. Yields the product CC12CCC=CC2CC1=O (6-methylbicyclo[4.2.0]oct-2-en-7-one). Reaction SMILES: [CH3:1][C:2]12[C:9](=NO)[CH2:8][CH:7]1[CH:6]=[CH:5][CH2:4][CH2:3]2.[OH2:12]>C(O)(=O)CCC(C)=O>[CH3:1][C:2]12[C:9](=[O:12])[CH2:8][CH:7]1[CH:6]=[CH:5][CH2:4][CH2:3]2. Reported procedure: A solution of 120 mg of 6-methylbicyclo[4.2.0]oct-2-en-7-one oxime, prepared as shown in Preparation 19, in 4 ml of levulinic acid/1N hydrochloric acid (9/1) was stirred at room temperature for 48 hours. The mixture was poured into water and extracted with hexane. The combined hexane extracts were washed with saturated sodium bicarbonate, brine and dried over anhydrous sodium sulfate. Solvent was carefully removed under reduced pressure, and the residue chromatographed on silica gel, eluting wit... The solvent is C(Cl)Cl (DCM), C(Cl)Cl (DCM). The reactants are [O-]S(=O)[O-].[Na+].[Na+] (Na2SO3), BrC=1C=NC2=CC(=CC=C2C1)OC (3-bromo-7-methoxyquinoline), C1=CC(=CC(=C1)Cl)C(=O)OO (mCPBA), C1=CC(=CC(=C1)Cl)C(=O)OO (mCPBA). The product is BrC=1C=[N+](C2=CC(=CC=C2C1)OC)[O-] (3-Bromo-7-methoxyquinoline 1-oxide). Run at time 1 hour. Reaction SMILES: [Br:1][C:2]1[CH:3]=[N:4][C:5]2[C:10]([CH:11]=1)=[CH:9][CH:8]=[C:7]([O:12][CH3:13])[CH:6]=2.C1C=C(Cl)C=C(C(OO)=[O:22])C=1.[O-]S([O-])=O.[Na+].[Na+]>C(Cl)Cl>[Br:1][C:2]1[CH:3]=[N+:4]([O-:22])[C:5]2[C:10]([CH:11]=1)=[CH:9][CH:8]=[C:7]([O:12][CH3:13])[CH:6]=2 |f:2.3.4|. Procedure details: To a solution of 3-bromo-7-methoxyquinoline (2.0 g, 8.40 mmol) in DCM (42 mL) at RT, mCPBA (2.9 g, 16.8 mmol) was added, and the reaction mixture was stirred at RT for 1 hour. A second portion of mCPBA (2.9 g, 16.8 mmol) was then added, and the reaction mixture was stirred at RT for 18 hours. The reaction mixture was poured onto 10% aqueous Na2SO3 and DCM, and the layers were separated. The organic layer was washed with NaHCO3, dried over MgSO4, filtered and concentrated. The resulting product w... Reaction conditions: temperature 90 celsius, time 40 minute. The reagents and catalysts are C(C)(=O)[O-].[Pd+2].C(C)(=O)[O-] (palladium (II) acetate). Run in CN(C)C=O (DMF). As a reaction SMILES: Cl[C:2]1[CH:7]=[C:6]([NH:8][C:9]2[CH:19]=[CH:18][CH:17]=[CH:16][C:10]=2[C:11]([NH:13][O:14][CH3:15])=[O:12])[C:5]([Cl:20])=[CH:4][N:3]=1.[CH3:21][C:22]1[CH:23]=[N:24][N:25]([CH2:28][CH:29]([CH3:31])[CH3:30])[C:26]=1[NH2:27].C(=O)([O-])[O-].[Cs+].[Cs+].C1C=CC(P(C2C(C3C(P(C4C=CC=CC=4)C4C=CC=CC=4)=CC=C4C=3C=CC=C4)=C3C(C=CC=C3)=CC=2)C2C=CC=CC=2)=CC=1>C([O-])(=O)C.[Pd+2].C([O-])(=O)C.CN(C=O)C>[Cl:20][C:5]1[C:6]([NH:8][C:9]2[CH:19]=[CH:18][CH:17]=[CH:16][C:10]=2[C:11]([NH:13][O:14][CH3:15])=[O:12])=[CH:7][C:2]([NH:27][C:26]2[N:25]([CH2:28][CH:29]([CH3:30])[CH3:31])[N:24]=[CH:23][C:22]=2[CH3:21])=[N:3][CH:4]=1 |f:2.3.4,6.7.8|. Procedure: A microwave tube was charged with 2-[(2,5-dichloro-4-pyridinyl)amino]-N-(methyloxy)benzamide (300 mg, 0.96 mmol), 4-methyl-1-(2-methylpropyl)-1H-pyrazol-5-amine (309 mg, 2.01 mmol), cesium carbonate (939 mg, 2.88 mmol) and DMF (5 ml). The reaction mixture was degassed under nitrogen for 10 min, and palladium (II) acetate (10.8 mg, 0.05 mmol) and BINAP (59.8 mg, 0.096 mmol) were added. The reaction mixture was heated in an oil bath at 90° C. for 5 hrs and then in a microwave at 150° C. for 40 min... Reactants: C=1C=CC(=CC1)P(C=2C=CC=CC2)C3=CC=C4C=CC=CC4=C3C5=C6C=CC=CC6=CC=C5P(C=7C=CC=CC7)C=8C=CC=CC8 (BINAP), ClC1=NC=C(C(=C1)NC1=C(C(=O)NOC)C=CC=C1)Cl (2-[(2,5-dichloro-4-pyridinyl)amino]-N-(methyloxy)benzamide), CC=1C=NN(C1N)CC(C)C (4-methyl-1-(2-methylpropyl)-1H-pyrazol-5-amine), C([O-])([O-])=O.[Cs+].[Cs+] (cesium carbonate). Yields the product ClC=1C(=CC(=NC1)NC1=C(C=NN1CC(C)C)C)NC1=C(C(=O)NOC)C=CC=C1 (2-[(5-Chloro-2-{[4-methyl-1-(2-methylpropyl)-1H-pyrazol-5-yl]amino}-4-pyridinyl)amino]-N-(methyloxy)benzamide).